Dataset: the Open Reaction Database (ORD), a public repository of structured organic reaction records. Task: describe an organic reaction: reactants, conditions, products, and yield Starting materials: N1=CC(=CC=C1)CCCCCCO (6-(3-pyridyl)hexanol), S(=O)(Cl)Cl (thionyl chloride). Run in C(Cl)(Cl)Cl (chloroform), C(Cl)(Cl)Cl (chloroform). The product is N1=CC(=CC=C1)CCCCCCCl (6-(3-pyridyl)hexylchloride). The yield is 84.5%. Reaction SMILES: [N:1]1[CH:6]=[CH:5][CH:4]=[C:3]([CH2:7][CH2:8][CH2:9][CH2:10][CH2:11][CH2:12]O)[CH:2]=1.S(Cl)([Cl:16])=O>C(Cl)(Cl)Cl>[N:1]1[CH:6]=[CH:5][CH:4]=[C:3]([CH2:7][CH2:8][CH2:9][CH2:10][CH2:11][CH2:12][Cl:16])[CH:2]=1. Reported procedure: A solution of 22 g of 6-(3-pyridyl)hexanol in 100 ml of chloroform was cooled in an ice bath and treated with a solution of 21.9 g of thionyl chloride in 50 ml of chloroform. The reaction mixture was allowed to warm to room temperature over 1 hour, was heated to a bath temperature of 60° C. for 1 hour and was concentrated. The residue was taken up in chloroform, washed with saturated potassium carbonate, dried, and evaporated. The residue was distilled to give 20.5 g (84%) of 6-(3-pyridyl)hexylc... Yields the product BrC1=CC=2C(C3=CC(=CC=C3C2C=C1)I)(CCCCCCCCCC)CCCCCCCCCC (2-Bromo-7-iodo-9,9-didecylfluorene). Procedure: To a mechanically stirred mixture of 7-iodo-2-bromofluorene (example 2; 41.34 g, 0.1 114 mol), DMSO (100 mL), potassium iodide (1.79 g), and powdered potassium hydroxide (28 g) cooled in a cold water bath, 1-bromodecane (53 mL) was added dropwise, and the mixture was stirred for 24 hours. The oil that separated on dilution with water, was extracted with toluene. Toluene extract was washed with water, dried and concentrated. The residual oil was passed through a column of 300 g alumina. Elution w... The reactants are BrC1=CC=C2C=3C=CC(=CC3C(C2=C1)(CCCCCCCCCC)CCCCCCCCCC)C=O (7-Bromo-9,9-didecylfluorene-2-carbaldehyde), [I-].[K+] (potassium iodide), [OH-].[K+] (potassium hydroxide), BrCCCCCCCCCC (1-bromodecane). The yield is 81.0%. Conditions: time 24 hour. Run in CS(=O)C (DMSO). As a reaction SMILES: [Br:1][C:2]1[CH:14]=[C:13]2[C:5]([C:6]3[CH:7]=[CH:8][C:9](C=O)=[CH:10][C:11]=3[C:12]2([CH2:25][CH2:26][CH2:27][CH2:28][CH2:29][CH2:30][CH2:31][CH2:32][CH2:33][CH3:34])[CH2:15][CH2:16][CH2:17][CH2:18][CH2:19][CH2:20][CH2:21][CH2:22][CH2:23][CH3:24])=[CH:4][CH:3]=1.[I-:37].[K+].[OH-].[K+].BrCCCCCCCCCC>CS(C)=O>[Br:1][C:2]1[CH:3]=[CH:4][C:5]2[C:6]3[C:11](=[CH:10][C:9]([I:37])=[CH:8][CH:7]=3)[C:12]([CH2:25][CH2:26][CH2:27][CH2:28][CH2:29][CH2:30][CH2:31][CH2:32][CH2:33][CH3:34])([CH2:15][CH2:16][CH2:17][CH2:18][CH2:19][CH2:20][CH2:21][CH2:22][CH2:23][CH3:24])[C:13]=2[CH:14]=1 |f:1.2,3.4|. Procedure details: To a solution of n-butyllithium (16 mL of a 2.5M solution in hexane=50 mL dry diethyl ether) at -78° C. was added a solution of 3-bromopyridine (6 g in 15 mL diethyl ether) and the mixture stirred for 25 minutes. At this time trimethyl borate (4.3 mL) was added and the mixture allowed to warm to room temperature. After 1 hour the reaction was quenched by the addition of 10 mL glacial acetic acid and 60 mL water and the mixture stirred for 18 hours at room temperature. The pH of the mixture was a... Product: N1=CC(=CC=C1)B(O)O (Pyridine-3-boronic acid). Run at time 25 minute. Reactants: C(CCC)[Li] (n-butyllithium), solution, C(C)OCC (diethyl ether), BrC=1C=NC=CC1 (3-bromopyridine), B(OC)(OC)OC (trimethyl borate). Run in CCCCCC (hexane). RXN SMILES: C([Li])CCC.C(OCC)C.Br[C:12]1[CH:13]=[N:14][CH:15]=[CH:16][CH:17]=1.[B:18](OC)([O:21]C)[O:19]C>CCCCCC>[N:14]1[CH:15]=[CH:16][CH:17]=[C:12]([B:18]([OH:21])[OH:19])[CH:13]=1. Reactants: O=C(OOC(=O)c1ccccc1)c1ccccc1, COC(=O)c1nn(-c2ccc(Cl)cc2Cl)c(-c2ccc(Cl)cc2)c1C, ClC(Cl)(Cl)Cl, O=C1CCC(=O)N1Br. Product: COC(=O)c1nn(-c2ccc(Cl)cc2Cl)c(-c2ccc(Cl)cc2)c1CBr. As a reaction SMILES: [C:34]([O:35][O:36][C:37](=[O:38])[c:39]1[cH:40][cH:41][cH:42][cH:43][cH:44]1)(=[O:45])[c:46]1[cH:47][cH:48][cH:49][cH:50][cH:51]1.[Cl:1][c:2]1[cH:3][cH:4][c:5](-[c:8]2[c:9]([CH3:25])[c:10]([C:21](=[O:22])[O:23][CH3:24])[n:11][n:12]2-[c:13]2[c:14]([Cl:20])[cH:15][c:16]([Cl:19])[cH:17][cH:18]2)[cH:6][cH:7]1.[Cl:52][C:53]([Cl:54])([Cl:55])[Cl:56].[O:26]=[C:27]1[N:28]([Br:33])[C:29](=[O:30])[CH2:31][CH2:32]1>>[Cl:1][c:2]1[cH:3][cH:4][c:5](-[c:8]2[c:9]([CH2:25][Br:33])[c:10]([C:21](=[O:22])[O:23][CH3:24])[n:11][n:12]2-[c:13]2[c:14]([Cl:20])[cH:15][c:16]([Cl:19])[cH:17][cH:18]2)[cH:6][cH:7]1. The reactants are FC1=CC=C(C=C1)[N+](=O)[O-] (1-Fluoro-4-nitrobenzene), C([O-])([O-])=O.[K+].[K+] (potassium carbonate), C(C)OC=1C=C(C=CC1)O (3-(ethyloxy)phenol). Run in CN(C=O)C (dimethylformamide). Reaction conditions: temperature 120 celsius. The product is C(C)OC1=CC(=CC=C1)OC1=CC=C(C=C1)[N+](=O)[O-] (1-(ethyloxy)-3-[(4-nitrophenyl)oxy]benzene). Yield: 170.6%. RXN SMILES: [CH2:1]([O:3][C:4]1[CH:5]=[C:6]([OH:10])[CH:7]=[CH:8][CH:9]=1)[CH3:2].F[C:12]1[CH:17]=[CH:16][C:15]([N+:18]([O-:20])=[O:19])=[CH:14][CH:13]=1.C(=O)([O-])[O-].[K+].[K+]>CN(C)C=O>[CH2:1]([O:3][C:4]1[CH:9]=[CH:8][CH:7]=[C:6]([O:10][C:12]2[CH:17]=[CH:16][C:15]([N+:18]([O-:20])=[O:19])=[CH:14][CH:13]=2)[CH:5]=1)[CH3:2] |f:2.3.4|. Procedure: The two reactions were performed in parallel. Two microwave vials were set up in parallel. In a large 30 mL microwave vial, 3-(ethyloxy)phenol (2 times 1.25 g, 9.045 mmol) was dissolved in 6 mL of dimethylformamide. 1-Fluoro-4-nitrobenzene (2 times 1.28 g, 9.045 mmol) and potassium carbonate (2 times 3.75 g, 27.15 mmol) were added. The reaction mixture was heated under microwave irradiation during 1 hour at 120° C. The combined reaction mixtures were filtered. The filtrated solid was washed with... Reactants: BrC1=CC=C(C(C=O)=C1)O (5-bromosalicylaldehyde), C(=O)([O-])[O-].[K+].[K+] (K2CO3), BrCCBr (1,2-dibromoethane), [NH4+].[Cl-] (NH4Cl). Run in CN(C)C=O (DMF). Run at temperature 50 celsius, time 9 hour. The product is BrC=1C=CC(=C(C=O)C1)OCCBr (5-bromo-2-(2-bromoethoxy)benzaldehyde). Reaction SMILES: [Br:1][C:2]1[CH:9]=[C:6]([CH:7]=[O:8])[C:5]([OH:10])=[CH:4][CH:3]=1.C([O-])([O-])=O.[K+].[K+].[Br:17][CH2:18][CH2:19]Br.[NH4+].[Cl-]>CN(C=O)C>[Br:1][C:2]1[CH:3]=[CH:4][C:5]([O:10][CH2:19][CH2:18][Br:17])=[C:6]([CH:9]=1)[CH:7]=[O:8] |f:1.2.3,5.6|. Procedure: To a solution of 5-bromosalicylaldehyde (5.00 g, 24.87 mmol) in DMF (200 ml) were added K2CO3 (4.47 mg, 32.34 mmol) and 1,2-dibromoethane (46.73 mg, 21.44 ml, 248.73 mmol), followed by stirring at 50° C. for 9 hours. After complete reaction, the solution was cooled to room temperature, cleansed with an aqueous saturated NH4Cl solution and extracted with ethyl acetate. The organic layer thus obtained was additionally washed once with an aqueous saturated NH4Cl solution. Then, the organic layer wa... Reactants: COC(=O)C=1C=C(CN2CN(C3(C2=O)CCN(CC3)C(=O)OC(C)(C)C)C3=CC=CC=C3)C=CC1 (tert-Butyl 3-(3-(methoxycarbonyl)benzyl)-4-oxo-1-phenyl-1,3,8-triazaspiro[4.5]decane-8-carboxylate), O.[OH-].[Li+] (lithium hydroxide monohydrate). Solvent: CO (methanol), O (water). Reaction conditions: time 18 hour. The product is C(C)(C)(C)OC(=O)N1CCC2(C(N(CN2C2=CC=CC=C2)CC=2C=C(C(=O)O)C=CC2)=O)CC1 (3-((8-(tert-butoxycarbonyl)-4-oxo-1-phenyl-1,3,8-triazaspiro[4.5]decan-3-yl)methyl)benzoic acid). The yield is 96.8%. As a reaction SMILES: C[O:2][C:3]([C:5]1[CH:6]=[C:7]([CH:33]=[CH:34][CH:35]=1)[CH2:8][N:9]1[C:13](=[O:14])[C:12]2([CH2:19][CH2:18][N:17]([C:20]([O:22][C:23]([CH3:26])([CH3:25])[CH3:24])=[O:21])[CH2:16][CH2:15]2)[N:11]([C:27]2[CH:32]=[CH:31][CH:30]=[CH:29][CH:28]=2)[CH2:10]1)=[O:4].O.[OH-].[Li+]>CO.O>[C:23]([O:22][C:20]([N:17]1[CH2:18][CH2:19][C:12]2([N:11]([C:27]3[CH:32]=[CH:31][CH:30]=[CH:29][CH:28]=3)[CH2:10][N:9]([CH2:8][C:7]3[CH:6]=[C:5]([CH:35]=[CH:34][CH:33]=3)[C:3]([OH:4])=[O:2])[C:13]2=[O:14])[CH2:15][CH2:16]1)=[O:21])([CH3:26])([CH3:24])[CH3:25] |f:1.2.3|. Reported procedure: To a solution of tert-Butyl 3-(3-(methoxycarbonyl)benzyl)-4-oxo-1-phenyl-1,3,8-triazaspiro[4.5]decane-8-carboxylate (2 g, 4.17 mmol) in methanol (28 mL) was added lithium hydroxide monohydrate (0.35 g, 8.34 mmol) in water (14 mL). After stirring at room temperature for 18 h, the reaction mixture was concentrated in vacuo, acidified with dilute citric acid, extracted with dichloromethane. The organic extracts were washed with brine, dried over MgSO4, filtered and concentrated to obtain 3-((8-(ter... Starting materials: CC(O)C1CN(Cc2ccccc2)CCN1, CN(C)C=O, Cc1cccc(C)c1NC(=O)CCl, [I-], [K+], [Na+], [Na+], O=C([O-])[O-]. Product: Cc1cccc(C)c1NC(=O)CN1CCN(Cc2ccccc2)CC1C(C)O. Reaction SMILES: [CH3:1][CH:2]([OH:3])[CH:4]1[NH:5][CH2:6][CH2:7][N:8]([CH2:10][c:11]2[cH:12][cH:13][cH:14][cH:15][cH:16]2)[CH2:9]1.[CH3:38][N:39]([CH3:40])[CH:41]=[O:42].[Cl:17][CH2:18][C:19](=[O:20])[NH:21][c:22]1[c:23]([CH3:29])[cH:24][cH:25][cH:26][c:27]1[CH3:28].[I-:37].[K+:36].[Na+:30].[Na+:31].[O-:32][C:33](=[O:34])[O-:35]>>[CH3:1][CH:2]([OH:3])[CH:4]1[N:5]([CH2:18][C:19](=[O:20])[NH:21][c:22]2[c:23]([CH3:29])[cH:24][cH:25][cH:26][c:27]2[CH3:28])[CH2:6][CH2:7][N:8]([CH2:10][c:11]2[cH:12][cH:13][cH:14][cH:15][cH:16]2)[CH2:9]1.